This data is from the Open Reaction Database (ORD), a public repository of structured organic reaction records. The task is: describe an organic reaction: reactants, conditions, products, and yield The product is C(C)(=O)NC[C@H](C(=O)OCC)NC(=O)OCC1=CC=CC=C1 ((R)-3-(Acetylamino)-2-[[(benzyloxy)carbonyl]amino]propanoic acid, ethyl ester). As a reaction SMILES: N12CCCN=C1CCC[CH2:3][CH2:2]2.C(I)C.[C:15]([NH:18][CH2:19][C@@H:20]([NH:24][C:25]([O:27][CH2:28][C:29]1[CH:34]=[CH:33][CH:32]=[CH:31][CH:30]=1)=[O:26])[C:21]([OH:23])=[O:22])(=[O:17])[CH3:16].C(NC(NC(OCC1C=CC=CC=1)=O)(C)C(OCC)=O)(=O)C>C(#N)C>[C:15]([NH:18][CH2:19][C@@H:20]([NH:24][C:25]([O:27][CH2:28][C:29]1[CH:30]=[CH:31][CH:32]=[CH:33][CH:34]=1)=[O:26])[C:21]([O:23][CH2:2][CH3:3])=[O:22])(=[O:17])[CH3:16]. Solvent: C(C)#N (acetonitrile). Procedure details: 1,8-Diazabicyclo[5.4.0]undec-7-ene (0.45 ml., 3.0 mmole) and ethyl iodide (0.3 ml., 3.75 mmole) are added to a solution of (R)-3-(acetylamino)-2-[[(benzyloxy)carbonyl]amino]propanoic acid (0.7 g., 2.5 mmole) in acetonitrile (15 ml.). The reaction is allowed to stir overnight then concentrated in vacuo. The residue is dissolved in methylene chloride, washed with 2N hydrochloric acid (2×50 ml.), sodium bicarbonate (2×50 ml.), and brine, and then dried over sodium sulfate. The solvent is removed in... Starting materials: C(C)(=O)NC(C(=O)OCC)(C)NC(=O)OCC1=CC=CC=C1 (acetylamino-2-[[(benzyloxy)carbonyl]amino]propanoic acid, ethyl ester), N12CCCCCC2=NCCC1 (1,8-Diazabicyclo[5.4.0]undec-7-ene), C(C)I (ethyl iodide), C(C)(=O)NC[C@H](C(=O)O)NC(=O)OCC1=CC=CC=C1 ((R)-3-(acetylamino)-2-[[(benzyloxy)carbonyl]amino]propanoic acid). Reaction conditions: time 8 hour. The reactants are [Cl-].[NH4+] (ammonium chloride), [Cl-].[Na+] (sodium chloride), C(C)(=O)C1=CC=CC2=C1CC(C=1C(=NC=CC1)O2)=CCCN2CCC(CC2)(O)C2=CC=C(C=C2)Cl (1-[3-(7-Acetyl-5,11-dihydro[1]benzoxepino[2,3-b]pyridin-5-ylidene)propyl]-4-(4-chlorophenyl)piperidin-4-ol), [Li+].CC(C)[N-]C(C)C (LDA), C(#N)C(=O)OCC (ethyl cyanoformate). Run in C1CCOC1 (THF). Reaction conditions: time 20 minute. Product: ClC1=CC=C(C=C1)C1(CCN(CC1)CCC=C1CC2=C(OC3=NC=CC=C31)C=CC=C2C(CC(=O)OCC)=O)O (4-(4-Chlorophenyl)-1-[3-(5,11-dihydro-7-ethoxycarbonylacetyl[1]benzoxepino[2,3-b]pyridin-5-ylidene)propyl]piperidin-4-ol). RXN SMILES: [C:1]([C:4]1[C:9]2[CH2:10][C:11](=[CH:19][CH2:20][CH2:21][N:22]3[CH2:27][CH2:26][C:25]([C:29]4[CH:34]=[CH:33][C:32]([Cl:35])=[CH:31][CH:30]=4)([OH:28])[CH2:24][CH2:23]3)[C:12]3[C:13]([O:18][C:8]=2[CH:7]=[CH:6][CH:5]=1)=[N:14][CH:15]=[CH:16][CH:17]=3)(=[O:3])[CH3:2].[Li+].CC([N-]C(C)C)C.C([C:46]([O:48][CH2:49][CH3:50])=[O:47])#N.[Cl-].[NH4+].[Cl-].[Na+]>C1COCC1>[Cl:35][C:32]1[CH:31]=[CH:30][C:29]([C:25]2([OH:28])[CH2:26][CH2:27][N:22]([CH2:21][CH2:20][CH:19]=[C:11]3[C:12]4[C:13](=[N:14][CH:15]=[CH:16][CH:17]=4)[O:18][C:8]4[CH:7]=[CH:6][CH:5]=[C:4]([C:1](=[O:3])[CH2:2][C:46]([O:48][CH2:49][CH3:50])=[O:47])[C:9]=4[CH2:10]3)[CH2:23][CH2:24]2)=[CH:34][CH:33]=1 |f:1.2,4.5,6.7|. Reported procedure: To a solution of the product of Example 315 (250 mg) in THF (3.0 ml) was added LDA (0.51 mol/L THF-hexane solution, 3.0 ml) at −78° C., and the mixture stirred at room temperature for 20 minutes. The reaction mixture was cooled to −78° C. again, and added ethyl cyanoformate (76 μl), stirred at room temperature for 1 hour. Saturated aqueous ammonium chloride and aqueous sodium chloride were added to the mixture, and the aqueous layer was extracted with ethyl acetate. The organic layer was washed ...